From a dataset of the Open Reaction Database (ORD), a public repository of structured organic reaction records. describe an organic reaction: reactants, conditions, products, and yield Starting materials: C(C)(C)(C)OC([C@H](CCC(NC1=NC=CC=C1C1=CC(=NO1)CC1=CC=C(C=C1)COC1=NC=CC=C1)=O)NC(=O)OC(C)(C)C)=O ((S)-2-tert-butoxycarbonylamino-4-(3-(3-(4-(pyridin-2-yloxymethyl)-benzyl)-isoxazol-5-yl)-pyridin-2-ylcarbamoyl)-butyric acid tert-butyl ester), FC(C(=O)O)(F)F (trifluoroacetic acid). Run in ClCCl (dichloromethane). Run at time 8 hour. The product is N[C@H](C(=O)O)CCC(NC1=NC=CC=C1C1=CC(=NO1)CC1=CC=C(C=C1)COC1=NC=CC=C1)=O ((S)-2-Amino-4-(3-(3-(4-(pyridin-2-yloxymethyl)-benzyl)-isoxazol-5-yl)-pyridin-2-ylcarbamoyl)-butyric acid). The yield is 116.2%. RXN SMILES: C([O:5][C:6](=[O:47])[C@@H:7]([NH:39]C(OC(C)(C)C)=O)[CH2:8][CH2:9][C:10](=[O:38])[NH:11][C:12]1[C:17]([C:18]2[O:22][N:21]=[C:20]([CH2:23][C:24]3[CH:29]=[CH:28][C:27]([CH2:30][O:31][C:32]4[CH:37]=[CH:36][CH:35]=[CH:34][N:33]=4)=[CH:26][CH:25]=3)[CH:19]=2)=[CH:16][CH:15]=[CH:14][N:13]=1)(C)(C)C.FC(F)(F)C(O)=O>ClCCl>[NH2:39][C@@H:7]([CH2:8][CH2:9][C:10](=[O:38])[NH:11][C:12]1[C:17]([C:18]2[O:22][N:21]=[C:20]([CH2:23][C:24]3[CH:29]=[CH:28][C:27]([CH2:30][O:31][C:32]4[CH:37]=[CH:36][CH:35]=[CH:34][N:33]=4)=[CH:26][CH:25]=3)[CH:19]=2)=[CH:16][CH:15]=[CH:14][N:13]=1)[C:6]([OH:47])=[O:5]. Procedure: To a mixture of (S)-2-tert-butoxycarbonylamino-4-(3-(3-(4-(pyridin-2-yloxymethyl)-benzyl)-isoxazol-5-yl)-pyridin-2-ylcarbamoyl)-butyric acid tert-butyl ester (980 mg, 1.5 mmol) described in Manufacturing Example 1-1 and dichloromethane (10 mL) was added trifluoroacetic acid (10 mL) at 0° C., which was stirred overnight at room temperature. The solvent was evaporated under a reduced pressure, and the residue was washed with diethyl ether, so as to obtain the titled compound (850 mg) as the triflu... Starting materials: N1=C(C=CC=C1)N1CCN(CC1)CC1=NC2=C(N1)C=CC=C2 (2-[(4-Pyridin-2-ylpiperazin-1-yl)methyl]-1H-benzimidazole), C(C(O)C(O)C(=O)O)(=O)O (tartaric acid). Solvent: CO (methanol), O (H2O). Product: C(=O)(O)[C@H](O)[C@@H](O)C(=O)O.C(=O)(O)[C@H](O)[C@@H](O)C(=O)O.N1=C(C=CC=C1)N1CCN(CC1)CC1=NC2=C(N1)C=CC=C2 (2-[(4-pyridin-2-ylpiperazin-1-yl)methyl]-1H-benzimidazole bis((L) tartrate)). RXN SMILES: [N:1]1[CH:6]=[CH:5][CH:4]=[CH:3][C:2]=1[N:7]1[CH2:12][CH2:11][N:10]([CH2:13][C:14]2[NH:18][C:17]3[CH:19]=[CH:20][CH:21]=[CH:22][C:16]=3[N:15]=2)[CH2:9][CH2:8]1.[C:23]([OH:32])(=[O:31])[CH:24]([CH:26]([C:28]([OH:30])=[O:29])[OH:27])[OH:25]>CO.O>[C:28]([C@@H:26]([C@H:24]([C:23]([OH:32])=[O:31])[OH:25])[OH:27])([OH:30])=[O:29].[C:28]([C@@H:26]([C@H:24]([C:23]([OH:32])=[O:31])[OH:25])[OH:27])([OH:30])=[O:29].[N:1]1[CH:6]=[CH:5][CH:4]=[CH:3][C:2]=1[N:7]1[CH2:8][CH2:9][N:10]([CH2:13][C:14]2[NH:15][C:16]3[CH:22]=[CH:21][CH:20]=[CH:19][C:17]=3[N:18]=2)[CH2:11][CH2:12]1 |f:4.5.6|. Reported procedure: 2-[(4-Pyridin-2-ylpiperazin-1-yl)methyl]-1H-benzimidazole (4.00 g, 13.6 mmol) in methanol (20 mL) and H2O (20 mL) was treated with (L) tartaric acid (4.09 g, 27.2 mmol). The resulting solid was filtered, washed with methanol (10 mL), and dried under reduced pressure to provide the title compound as a solid. Elemental analysis calc'd for C25H31N5O12: C, 50.59; H, 5.26; N, 11.80; O, 32.35. Found: C, 50.48; H 5.27; N, 11.78; O, 32.41. DSC: sharp endotherm at 206° C. Starting materials: CCN=C=NCCCN(C)C, Cc1noc(-c2ccccc2)c1C=CC(=O)O, CN(C)C=O, Cl, COC(=O)c1ccc(N)cc1, O, O, On1nnc2ccccc21. Product: COC(=O)c1ccc(NC(=O)C=Cc2c(C)noc2-c2ccccc2)cc1. Reaction SMILES: [CH2:41]([N:42]=[C:43]=[N:44][CH2:45][CH2:46][CH2:47][N:48]([CH3:49])[CH3:50])[CH3:51].[CH3:12][c:13]1[n:14][o:15][c:16](-[c:23]2[cH:24][cH:25][cH:26][cH:27][cH:28]2)[c:17]1[CH:18]=[CH:19][C:20](=[O:21])[OH:22].[CH3:53][N:54]([CH3:55])[CH:56]=[O:57].[ClH:40].[NH2:1][c:2]1[cH:3][cH:4][c:5]([C:6](=[O:7])[O:8][CH3:9])[cH:10][cH:11]1.[OH2:29].[OH2:52].[OH:30][n:31]1[c:32]2[cH:33][cH:34][cH:35][cH:36][c:37]2[n:38][n:39]1>>[NH:1]([c:2]1[cH:3][cH:4][c:5]([C:6](=[O:7])[O:8][CH3:9])[cH:10][cH:11]1)[C:20]([CH:19]=[CH:18][c:17]1[c:13]([CH3:12])[n:14][o:15][c:16]1-[c:23]1[cH:24][cH:25][cH:26][cH:27][cH:28]1)=[O:21]. Reactants: O.C(=O)C1=[N+](C2=CC=CC=C2[N+](=C1)[O-])[O-] (2-Formylquinoxaline-1,4-dioxide hydrate), C(O)CN (ethanolamine). The reagents and catalysts are CO (methanol). Run in C(C)N(CC)CC (triethylamine). Product: O1C(NCC1)C1=[N+](C2=CC=CC=C2[N+](=C1)[O-])[O-] (2-(2-oxazolidinyl)quinoxaline-1,4-dioxide). As a reaction SMILES: O.[CH:2]([C:4]1[CH:13]=[N+:12]([O-:14])[C:11]2[C:6](=[CH:7][CH:8]=[CH:9][CH:10]=2)[N+:5]=1[O-:15])=[O:3].[CH2:16]([CH2:18][NH2:19])O>CO.C(N(CC)CC)C>[O:3]1[CH2:16][CH2:18][NH:19][CH:2]1[C:4]1[CH:13]=[N+:12]([O-:14])[C:11]2[C:6](=[CH:7][CH:8]=[CH:9][CH:10]=2)[N+:5]=1[O-:15] |f:0.1|. Procedure: 2-Formylquinoxaline-1,4-dioxide hydrate 4 g (0.02 mole) was dissolved at 60°-65° C. in 30 ml methanol containing 2-4 drops of triethylamine. The solution was agitated and 1.5 g (0.0246 mole) of ethanolamine was added. The heat source was removed and the mixture was then allowed to cool slowly to room temperature with stirring. There was obtained a precipitate of 2-(2-oxazolidinyl)quinoxaline-1,4-dioxide (hereinafter designated P-2244 for convenience). The precipitate was filtered, rinsed with a ... Reactants: C(CCCCC)N=C=O (n-hexyl isocyanate), ClC1=CC=C(CN2CCN(CC2)CCCS)C=C1 (3-[4-(4-chlorobenzyl)piperazin-1-yl]propanethiol). Solvent: C(Cl)Cl (methylene chloride). Product: Cl.Cl.C(CCCCC)NC(O)=SCCCN1CCN(CC1)CC1=CC=C(C=C1)Cl (N-(n-hexyl)-S-{3-[4-(4-chlorobenzyl)piperazin-1-yl]propyl}thiocarbamate dihydrochloride). The yield is 157.9%. RXN SMILES: [CH2:1]([N:7]=[C:8]=[O:9])[CH2:2][CH2:3][CH2:4][CH2:5][CH3:6].[Cl:10][C:11]1[CH:27]=[CH:26][C:14]([CH2:15][N:16]2[CH2:21][CH2:20][N:19]([CH2:22][CH2:23][CH2:24][SH:25])[CH2:18][CH2:17]2)=[CH:13][CH:12]=1>C(Cl)Cl>[ClH:10].[ClH:10].[CH2:1]([NH:7][C:8](=[SH:25][CH2:24][CH2:23][CH2:22][N:19]1[CH2:20][CH2:21][N:16]([CH2:15][C:14]2[CH:13]=[CH:12][C:11]([Cl:10])=[CH:27][CH:26]=2)[CH2:17][CH2:18]1)[OH:9])[CH2:2][CH2:3][CH2:4][CH2:5][CH3:6] |f:3.4.5|. Procedure details: The procedure described in Example 35 was followed, using 1.4 g of n-hexyl isocyanate, 3.0 g of 3-[4-(4-chlorobenzyl)piperazin-1-yl]propanethiol and 100 ml of methylene chloride, to give 2.7 g (51% of theory) of N-(n-hexyl)-S-{3-[4-(4-chlorobenzyl)piperazin-1-yl]propyl}thiocarbamate dihydrochloride as a white crystalline solid, M.p. 249°-252° C. (dec.). Starting materials: O=C([O-])[O-], CC#CCOS(C)(=O)=O, CC#N, [Cs+], [Cs+], O=[N+]([O-])c1cc(C(F)(F)F)ccc1O. The product is CC#CCOc1ccc(C(F)(F)F)cc1[N+](=O)[O-]. Reaction SMILES: [C:24](=[O:25])([O-:26])[O-:27].[CH2:15]([C:16]#[C:17][CH3:18])[O:19][S:20]([CH3:21])(=[O:22])=[O:23].[CH3:30][C:31]#[N:32].[Cs+:28].[Cs+:29].[N+:1](=[O:2])([O-:3])[c:4]1[c:5]([OH:14])[cH:6][cH:7][c:8]([C:10]([F:11])([F:12])[F:13])[cH:9]1>>[N+:1](=[O:2])([O-:3])[c:4]1[c:5]([O:14][CH2:15][C:16]#[C:17][CH3:18])[cH:6][cH:7][c:8]([C:10]([F:11])([F:12])[F:13])[cH:9]1. Reactants: [I-].CSC=1SC[C@H]2[N+]1CC=1C=CC=C(C1C2)[N+](=O)[O-] ((S)-3-Methylthio-9-nitro-1,5,10,10a-tetrahydrothiazolo[3,4-b]isoquinolinium iodide), NC=1C=NC=CC1 (3-aminopyridine). The solvent is N1=CC=CC=C1 (pyridine). Conditions: time 6 hour. Yields the product [N+](=O)([O-])C=1C=2C[C@@H]3N(CC2C=CC1)C(SC3)=NC=3C=NC=CC3 ((S)-9-nitro-3-(pyrid-3-ylimino)-1,5,10,10a-tetrahydrothiazolo[3,4-b]isoquinoline). Isolated yield 81.3%. RXN SMILES: [I-].CS[C:4]1[S:5][CH2:6][C@@H:7]2[CH2:16][C:15]3[C:14]([N+:17]([O-:19])=[O:18])=[CH:13][CH:12]=[CH:11][C:10]=3[CH2:9][N+:8]=12.[NH2:20][C:21]1[CH:22]=[N:23][CH:24]=[CH:25][CH:26]=1>N1C=CC=CC=1>[N+:17]([C:14]1[C:15]2[CH2:16][C@H:7]3[CH2:6][S:5][C:4](=[N:20][C:21]4[CH:22]=[N:23][CH:24]=[CH:25][CH:26]=4)[N:8]3[CH2:9][C:10]=2[CH:11]=[CH:12][CH:13]=1)([O-:19])=[O:18] |f:0.1|. Procedure: (S)-3-Methylthio-9-nitro-1,5,10,10a-tetrahydrothiazolo[3,4-b]isoquinolinium iodide (6 g.) is added to a solution of 3-aminopyridine (3 g.) in pyridine (100 cc.). After 6 hours at a temperature of about 20° C., the mixture is concentrated to dryness under reduced pressure (25 mm. Hg). The residue is dissolved in a mixture consisting of methylene chloride (300 cc.) and water (200 cc.). The organic phase is decanted, washed with water (3 × 200 cc.), dried over magnesium sulphate, filtered and then ...